Dataset: the Open Reaction Database (ORD), a public repository of structured organic reaction records. Task: describe an organic reaction: reactants, conditions, products, and yield As a reaction SMILES: Cl[CH2:2][CH2:3][CH2:4][C:5]([O:7][CH:8]1[CH2:14][CH2:13][CH2:12][N:11]([C:15](=[O:33])[C:16]2[CH:21]=[CH:20][C:19]([NH:22][C:23](=[O:31])[C:24]3[CH:29]=[CH:28][CH:27]=[CH:26][C:25]=3[CH3:30])=[CH:18][C:17]=2[CH3:32])[C:10]2[CH:34]=[CH:35][C:36]([Cl:38])=[CH:37][C:9]1=2)=[O:6].[C:39]([N:42]1[CH2:47][CH2:46][NH:45][CH2:44][CH2:43]1)(=[O:41])[CH3:40].[I-].[Na+].C(=O)([O-])[O-].[Na+].[Na+]>C(#N)C.O>[C:39]([N:42]1[CH2:47][CH2:46][N:45]([CH2:2][CH2:3][CH2:4][C:5]([O:7][CH:8]2[CH2:14][CH2:13][CH2:12][N:11]([C:15](=[O:33])[C:16]3[CH:21]=[CH:20][C:19]([NH:22][C:23](=[O:31])[C:24]4[CH:29]=[CH:28][CH:27]=[CH:26][C:25]=4[CH3:30])=[CH:18][C:17]=3[CH3:32])[C:10]3[CH:34]=[CH:35][C:36]([Cl:38])=[CH:37][C:9]2=3)=[O:6])[CH2:44][CH2:43]1)(=[O:41])[CH3:40] |f:2.3,4.5.6|. Isolated yield 51.5%. Starting materials: C(C)(=O)N1CCNCC1 (1-Acetylpiperazine), [I-].[Na+] (sodium iodide), C([O-])([O-])=O.[Na+].[Na+] (sodium carbonate), ClCCCC(=O)OC1C2=C(N(CCC1)C(C1=C(C=C(C=C1)NC(C1=C(C=CC=C1)C)=O)C)=O)C=CC(=C2)Cl (7-Chloro-1-(2-methyl-4-(2-methylbenzamido)benzoyl)-2,3,4,5-tetrahydro-1H-benzo[b]azepin-5-yl 4-chlorobutyrate). The product is C(C)(=O)N1CCN(CC1)CCCC(=O)OC1C2=C(N(CCC1)C(C1=C(C=C(C=C1)NC(C1=C(C=CC=C1)C)=O)C)=O)C=CC(=C2)Cl (7-chloro-1-(2-methyl-4-(2-methylbenzamido)benzoyl)-2,3,4,5-tetrahydro-1H-benzo[b]azepin-5-yl 4-(4-acetylpiperazin-1-yl)butyrate). Procedure: 7-Chloro-1-(2-methyl-4-(2-methylbenzamido)benzoyl)-2,3,4,5-tetrahydro-1H-benzo[b]azepin-5-yl 4-chlorobutyrate (0.5 g) was dissolved in acetonitrile (10 ml). 1-Acetylpiperazine (0.35 g), sodium iodide (0.41 g), and sodium carbonate (0.19 g) were added to the solution, and the mixture was heated under reflux for 19 hours. The reactant was poured into water, and the mixture was extracted with ethyl acetate, washed with water, dried over sodium carbonate. After filtration and concentration under red... Run in C(C)#N (acetonitrile), O (water). Starting materials: OCC(CO)(CBr)CBr, CC(C)=O, CCCCC, O, c1ccccc1. The product is CC1(C)OCC(CBr)(CBr)CO1. Reaction SMILES: [Br:1][CH2:2][C:3]([CH2:4][OH:5])([CH2:6][OH:7])[CH2:8][Br:9].[CH3:10][C:11]([CH3:12])=[O:13].[CH3:15][CH2:16][CH2:17][CH2:18][CH3:19].[OH2:14].[cH:20]1[cH:21][cH:22][cH:23][cH:24][cH:25]1>>[Br:1][CH2:2][C:3]1([CH2:8][Br:9])[CH2:4][O:5][C:11]([CH3:10])([CH3:12])[O:7][CH2:6]1. The reactants are [Al+3], ClCCl, [Cl-], [Cl-], [Cl-], CCOC(=O)COc1ccccc1Cl, O=C1CCC(=O)O1. Yields the product CCOC(=O)COc1ccc(C(=O)CCC(=O)O)cc1Cl. Reaction SMILES: [Al+3:25].[CH2:26]([Cl:27])[Cl:28].[Cl-:22].[Cl-:23].[Cl-:24].[Cl:1][c:2]1[c:3]([O:4][CH2:5][C:6](=[O:7])[O:8][CH2:9][CH3:10])[cH:11][cH:12][cH:13][cH:14]1.[O:15]=[C:16]1[CH2:17][CH2:18][C:19](=[O:20])[O:21]1>>[Cl:1][c:2]1[c:3]([O:4][CH2:5][C:6](=[O:7])[O:8][CH2:9][CH3:10])[cH:11][cH:12][c:13]([C:19]([CH2:18][CH2:17][C:16](=[O:15])[OH:21])=[O:20])[cH:14]1. The reactants are F[B-](F)(F)F.C[O+](C)C (trimethyloxonium tetrafluoroborate), glass, F[B-](F)(F)F (tetrafluoroborate), N1=CC=CC=C1 (pyridine), F[B-](F)(F)F (tetrafluoroborate), COC1=NC(=CC=C1)C=O (2-methoxy-6-pyridinecarboxaldehyde), N1=CC=CC=C1 (pyridine). Run in C(Cl)Cl (CH2Cl2), hexanes. Yields the product F[B-](F)(F)F.CN1C(C=CC=C1OC)C=O (N-methyl-6-methoxy-2-pyridinecarboxaldehyde tetrafluoroborate). RXN SMILES: [F:1][B-:2]([F:5])([F:4])[F:3].[CH3:6][O+:7]([CH3:9])C.CO[C:12]1[CH:17]=[CH:16][CH:15]=[C:14]([CH:18]=[O:19])[N:13]=1.N1C=CC=CC=1.F[B-](F)(F)F>C(Cl)Cl>[F:1][B-:2]([F:5])([F:4])[F:3].[CH3:12][N:13]1[C:6]([O:7][CH3:9])=[CH:17][CH:16]=[CH:15][CH:14]1[CH:18]=[O:19] |f:0.1,6.7|. Procedure details: A 3 mL glass vial was equipped with a rubber septum and magnetic stir bar. The vial was brought into a glove box and charged with trimethyloxonium tetrafluoroborate (198 mg, 1.33 mmol). The vial was sealed and removed from the glove box. A separate 3 mL vial was charged with 2-methoxy-6-pyridinecarboxaldehyde (Aldrich #662933, 184 mg, 1.34 mmol) and was dissolved in CH2Cl2 (1.5 mL). The solution of pyridine was added via syringe onto the solid trimethoxonium tetrafluoroborate at room temperature...